Task: describe an organic reaction: reactants, conditions, products, and yield. Dataset: the Open Reaction Database (ORD), a public repository of structured organic reaction records Reactants: C(C)OC(C1=CC(=CC(=C1)O)OC1=C(C=C(C=C1F)CNC(=O)OC(C)(C)C)F)=O (3-[4-(tert-butoxycarbonylamino-methyl)-2,6-difluoro-phenoxy]-5-hydroxy-benzoic acid ethyl ester), FC1=CC=C(C#N)C=C1 (4-fluorobenzonitrile). Product: C(C)OC(C1=CC(=CC(=C1)OC1=CC=C(C=C1)C#N)OC1=C(C=C(C=C1F)CNC(=O)OC(C)(C)C)F)=O (3-[4-(tert-Butoxycarbonylamino-methyl)-2,6-difluoro-phenoxy]-5-(4-cyano-phenoxy)-benzoic Acid Ethyl Ester). The yield is 48.5%. RXN SMILES: [CH2:1]([O:3][C:4](=[O:30])[C:5]1[CH:10]=[C:9]([OH:11])[CH:8]=[C:7]([O:12][C:13]2[C:18]([F:19])=[CH:17][C:16]([CH2:20][NH:21][C:22]([O:24][C:25]([CH3:28])([CH3:27])[CH3:26])=[O:23])=[CH:15][C:14]=2[F:29])[CH:6]=1)[CH3:2].F[C:32]1[CH:39]=[CH:38][C:35]([C:36]#[N:37])=[CH:34][CH:33]=1>>[CH2:1]([O:3][C:4](=[O:30])[C:5]1[CH:10]=[C:9]([O:11][C:32]2[CH:39]=[CH:38][C:35]([C:36]#[N:37])=[CH:34][CH:33]=2)[CH:8]=[C:7]([O:12][C:13]2[C:18]([F:19])=[CH:17][C:16]([CH2:20][NH:21][C:22]([O:24][C:25]([CH3:26])([CH3:28])[CH3:27])=[O:23])=[CH:15][C:14]=2[F:29])[CH:6]=1)[CH3:2]. Procedure: Using 0.5 g (1.18 mmol) of 3-[4-(tert-butoxycarbonylamino-methyl)-2,6-difluoro-phenoxy]-5-hydroxy-benzoic acid ethyl ester and 4-fluorobenzonitrile (0.21 g, 1.77 mmol) and following the procedure of Example 42(b) afforded 0.3 g of the required product. 1H NMR (DMSO-d6): δ 1.25 (3H, t), 1.42 (9H, s), 4.2 (2H, d), 4.28 (2H, q), 7.22 (6H, m), 7.32 (1H, s), 7.54 (1H, t), 7.90 (2H, d). Reactants: C1(=CC=CC=C1)S (thiophenol), [OH-].[K+] (KOH), ClC1=C(C=C(C=C1)Cl)[N+](=O)[O-] (2,5-dichloronitrobenzene), [OH-].[K+] (KOH). The solvent is CN(C)C=O (DMF). Conditions: temperature 70 celsius, time 3 hour. Yields the product ClC1=CC(=C(C=C1)SC1=CC=CC=C1)[N+](=O)[O-] (4-chloro-2-nitro-1-(phenylthio)benzene). Reaction SMILES: [C:1]1([SH:7])[CH:6]=[CH:5][CH:4]=[CH:3][CH:2]=1.[OH-].[K+].Cl[C:11]1[CH:16]=[CH:15][C:14]([Cl:17])=[CH:13][C:12]=1[N+:18]([O-:20])=[O:19]>CN(C=O)C>[Cl:17][C:14]1[CH:15]=[CH:16][C:11]([S:7][C:1]2[CH:6]=[CH:5][CH:4]=[CH:3][CH:2]=2)=[C:12]([N+:18]([O-:20])=[O:19])[CH:13]=1 |f:1.2|. Procedure details: To a stirring solution of 10.0 g (91 mmol) of thiophenol in 170 mL of DMF is added 6.2 g (95 mmol) of KOH. When the KOH has dissolved, 17 g (91 mmol) of 2,5-dichloronitrobenzene is added. After stirring for 3 hours at 70° C. the solvent is removed in vacuo. The residue is partitioned between CHCl3 and N NaOH. The organic layer is washed with N NaOH, H2O, N HCl, H2O and is dried over NaSO4 anhydrous, filtered, and stripped. The product is crystallized from cyclohexane. Reactants: BrCCBr, O=C([O-])[O-], [K+], [K+], CCOC(=O)CC(C)=O, CN(C)C=O, O. Yields the product CCOC(=O)C1(C(C)=O)CC1. Reaction SMILES: [Br:10][CH2:11][CH2:12][Br:13].[C:14](=[O:15])([O-:16])[O-:17].[K+:18].[K+:19].[O:1]=[C:2]([CH2:3][C:4](=[O:5])[O:6][CH2:7][CH3:8])[CH3:9].[O:20]=[CH:21][N:22]([CH3:23])[CH3:24].[OH2:25]>>[O:1]=[C:2]([C:3]1([C:4](=[O:5])[O:6][CH2:7][CH3:8])[CH2:11][CH2:12]1)[CH3:9]. Run at temperature 75 celsius, time 8 hour. Yields the product ClC1=CC=C(C2=CC=C(C=C2C2=NC3=CC=C(C=C3C=C2)C2=NC3=C(N2C2CCCCC2)C=CC(=C3)C(=O)O)[N+](=O)[O-])C=C1 (2-[2-(4′-chloro-4-nitro-biphen-2-yl)-quinolin-6-yl]-1-cyclohexyl-1H-benzoimidazole-5-carboxylic acid). Procedure: 1-(4′-Chloro-4-nitro-biphen-2-yl)-ethanone (69 mg, 0.25 mmol) and 2-(4-amino-3-formyl-phenyl)-1-cyclohexyl-1H-benzoimidazole-5-carboxylic acid ethyl ester (98 mg, 0.25 mmol) were dissolved in 500 μL ethanol and 500 μL 10% ethanolic KOH were added. The reaction was stirred at 75° C. overnight. The reaction was acidified with 4N hydrochloric acid, extracted three times with ethyl acetate, the organic extracts were dried with sodium sulfate and then evaporated. Purification via reverse-phase HPLC g... The solvent is C(C)O (ethanol). Isolated yield 22.6%. As a reaction SMILES: [Cl:1][C:2]1[CH:19]=[CH:18][C:5]([C:6]2[C:11]([C:12](=O)[CH3:13])=[CH:10][C:9]([N+:15]([O-:17])=[O:16])=[CH:8][CH:7]=2)=[CH:4][CH:3]=1.C([O:22][C:23]([C:25]1[CH:48]=[CH:47][C:28]2[N:29]([CH:41]3[CH2:46][CH2:45][CH2:44][CH2:43][CH2:42]3)[C:30]([C:32]3[CH:37]=[CH:36][C:35]([NH2:38])=[C:34]([CH:39]=O)[CH:33]=3)=[N:31][C:27]=2[CH:26]=1)=[O:24])C.[OH-].[K+].Cl>C(O)C>[Cl:1][C:2]1[CH:19]=[CH:18][C:5]([C:6]2[C:11]([C:12]3[CH:13]=[CH:39][C:34]4[C:35](=[CH:36][CH:37]=[C:32]([C:30]5[N:29]([CH:41]6[CH2:42][CH2:43][CH2:44][CH2:45][CH2:46]6)[C:28]6[CH:47]=[CH:48][C:25]([C:23]([OH:24])=[O:22])=[CH:26][C:27]=6[N:31]=5)[CH:33]=4)[N:38]=3)=[CH:10][C:9]([N+:15]([O-:17])=[O:16])=[CH:8][CH:7]=2)=[CH:4][CH:3]=1 |f:2.3|. Reactants: Cl (hydrochloric acid), ClC1=CC=C(C2=CC=C(C=C2C(C)=O)[N+](=O)[O-])C=C1 (1-(4′-Chloro-4-nitro-biphen-2-yl)-ethanone), C(C)OC(=O)C1=CC2=C(N(C(=N2)C2=CC(=C(C=C2)N)C=O)C2CCCCC2)C=C1 (2-(4-amino-3-formyl-phenyl)-1-cyclohexyl-1H-benzoimidazole-5-carboxylic acid ethyl ester), [OH-].[K+] (KOH). Starting materials: C(C)OCC (diethyl ether), FC(C(=O)O)(F)F (trifluoroacetic acid), C(=O)NC=1SC=C(N1)C(C(=O)N[C@H]1[C@@H]2N(C(=C(CS2)C[N+]=2N(C(=C(C2)C)NC=O)C)C(=O)[O-])C1=O)=NOC (7β-[2-(2-formamidothiazol-4-yl)-2-methoxyiminoacetamido]-3-(2,4-dimethyl-3-formamido-1-pyrazolio)methyl-3- cephem-4-carboxylate), Cl (hydrochloric acid). Solvent: CO (methanol). Conditions: time 4 hour. Product: NC=1SC=C(N1)C(C(=O)N[C@H]1[C@@H]2N(C(=C(CS2)C[N+]=2N(C(=C(C2)C)N)C)C(=O)[O-])C1=O)=NOC (7β-[2-(2-aminothiazol-4-yl)-2-methoxyiminoacetamido]-3-(3-amino-2,4-dimethyl-1-pyrazolio)methyl-3-cephem-4-carboxylate). The yield is 28.3%. As a reaction SMILES: FC(F)(F)C(O)=O.C([NH:10][C:11]1[S:12][CH:13]=[C:14]([C:16](=[N:43][O:44][CH3:45])[C:17]([NH:19][C@@H:20]2[C:41](=[O:42])[N:22]3[C:23]([C:38]([O-:40])=[O:39])=[C:24]([CH2:27][N+:28]4[N:29]([CH3:37])[C:30]([NH:34]C=O)=[C:31]([CH3:33])[CH:32]=4)[CH2:25][S:26][C@H:21]23)=[O:18])[N:15]=1)=O.Cl.C(OCC)C>CO>[NH2:10][C:11]1[S:12][CH:13]=[C:14]([C:16](=[N:43][O:44][CH3:45])[C:17]([NH:19][C@@H:20]2[C:41](=[O:42])[N:22]3[C:23]([C:38]([O-:40])=[O:39])=[C:24]([CH2:27][N+:28]4[N:29]([CH3:37])[C:30]([NH2:34])=[C:31]([CH3:33])[CH:32]=4)[CH2:25][S:26][C@H:21]23)=[O:18])[N:15]=1. Procedure: To a solution of trifluoroacetic acid salt of 7β-[2-(2-formamidothiazol-4-yl)-2-methoxyiminoacetamido]-3-(2,4-dimethyl-3-formamido-1-pyrazolio)methyl-3- cephem-4-carboxylate (syn isomer) (3 g) in methanol (15 ml) was added concentrated hydrochloric acid (1.57 ml) at ambient temperature. After being stirred at the same temperature for 4 hours, the reaction mixture was added dropwise to diethyl ether, and the resulting precipitate was collected by filtration. The precipitate was dissolved in water... The reactants are FC1=C(C=O)C=CC(=C1)C(F)(F)F (2-fluoro-4-(trifluoromethyl)benzaldehyde), C(CC(=O)O)(=O)O (malonic acid). The product is FC1=C(C=CC(=C1)C(F)(F)F)C=CC(=O)O (3-(2-fluoro-4-trifluoromethyl-phenyl)-acrylic acid). Reaction SMILES: [F:1][C:2]1[CH:9]=[C:8]([C:10]([F:13])([F:12])[F:11])[CH:7]=[CH:6][C:3]=1[CH:4]=O.C(O)(=O)[CH2:15][C:16]([OH:18])=[O:17]>>[F:1][C:2]1[CH:9]=[C:8]([C:10]([F:13])([F:12])[F:11])[CH:7]=[CH:6][C:3]=1[CH:4]=[CH:15][C:16]([OH:18])=[O:17]. Procedure details: According to the previously described general procedure (GP1), Knoevenagel condensation (75° C.; 3h20) between 2-fluoro-4-(trifluoromethyl)benzaldehyde (5.000 g; 26.027 mmol) and malonic acid (5.145 g; 49.451 mmol) gave the product 3-(2-fluoro-4-trifluoromethyl-phenyl)-acrylic acid as a colorless solid (5.030 g; 82.5%). LC-MS: tR=0.89 min; [M+H]+: no ionisation.